This data is from the Open Reaction Database (ORD), a public repository of structured organic reaction records. The task is: describe an organic reaction: reactants, conditions, products, and yield The reactants are FC(COC(C(=C)C)=O)(S(=O)(=O)[O-])F.C(C)[NH+](CC)CC (Triethylammonium 1,1-difluoro-2-(methacryloyl-oxy)ethane-1-sulfonate), [Br-].C(C)(C)(C)C1=C(C=CC=C1)[S+](C1=CC=CC=C1)C1=CC=CC=C1 ((t-butylphenyl)(diphenyl)sulfonium bromide), ClCCl (dichloromethane). Solvent: O (water). Conditions: time 8 hour. The product is FC(COC(C(=C)C)=O)(S(=O)(=O)[O-])F.C(C)(C)(C)C1=C(C=CC=C1)[S+](C1=CC=CC=C1)C1=CC=CC=C1 ((t-butylphenyl)(diphenyl)sulfonium 1,1-difluoro-2-(methacryloyloxy)ethane-1-sulfonate). Yield: 87.5%. Reaction SMILES: [F:1][C:2]([F:14])([S:10]([O-:13])(=[O:12])=[O:11])[CH2:3][O:4][C:5](=[O:9])[C:6]([CH3:8])=[CH2:7].C([NH+](CC)CC)C.[Br-].[C:23]([C:27]1[CH:32]=[CH:31][CH:30]=[CH:29][C:28]=1[S+:33]([C:40]1[CH:45]=[CH:44][CH:43]=[CH:42][CH:41]=1)[C:34]1[CH:39]=[CH:38][CH:37]=[CH:36][CH:35]=1)([CH3:26])([CH3:25])[CH3:24].ClCCl>O>[F:14][C:2]([F:1])([S:10]([O-:13])(=[O:12])=[O:11])[CH2:3][O:4][C:5](=[O:9])[C:6]([CH3:8])=[CH2:7].[C:23]([C:27]1[CH:32]=[CH:31][CH:30]=[CH:29][C:28]=1[S+:33]([C:40]1[CH:45]=[CH:44][CH:43]=[CH:42][CH:41]=1)[C:34]1[CH:35]=[CH:36][CH:37]=[CH:38][CH:39]=1)([CH3:26])([CH3:24])[CH3:25] |f:0.1,2.3,6.7|. Procedure details: Triethylammonium 1,1-difluoro-2-(methacryloyl-oxy)ethane-1-sulfonate (5.00 g, 15.1 mmol) and (t-butylphenyl)(diphenyl)sulfonium bromide (6.00 g, 15.0 mmol) were added to a 100 mL round bottom flask, along with 30 mL of dichloromethane and 30 mL of de-ionized water. The mixture was stirred vigorously overnight. Stirring was stopped and the mixture separated into two clear layers; the organic layer was washed once with 30 mL 0.1% aqueous hydrochloric acid and four times with 30 mL of de-ionized wa... Starting materials: C(C)OC(=O)CC([C@H]1CC[C@H]2[C@@H]3CC[C@H]4C[C@@H](CC[C@]4(C)[C@H]3C(C[C@]12C)=O)O)=O (21-ethoxycarbonyl-3α-hydroxy-5α-pregnane-11,20-dione), C([O-])(O)=O.[K+] (potassium bicarbonate), O (water). Solvent: CO (methyl alcohol). Product: O[C@H]1C[C@@H]2CC[C@H]3[C@@H]4CC[C@H](C(CC(=O)OC)=O)[C@]4(CC([C@@H]3[C@]2(CC1)C)=O)C (3α-Hydroxy-21-methoxycarbonyl-5α-pregnane-11,20-dione). The yield is 19.1%. Reaction SMILES: [CH2:1]([O:3][C:4]([CH2:6][C:7](=[O:29])[C@@H:8]1[C@:25]2([CH3:26])[C@H:11]([C@H:12]3[C@H:22]([C:23](=[O:27])[CH2:24]2)[C@:20]2([CH3:21])[C@H:15]([CH2:16][C@H:17]([OH:28])[CH2:18][CH2:19]2)[CH2:14][CH2:13]3)[CH2:10][CH2:9]1)=[O:5])C.C(=O)(O)[O-].[K+].O>CO>[OH:28][C@@H:17]1[CH2:18][CH2:19][C@@:20]2([CH3:21])[C@@H:15]([CH2:14][CH2:13][C@@H:12]3[C@@H:22]2[C:23](=[O:27])[CH2:24][C@@:25]2([CH3:26])[C@H:11]3[CH2:10][CH2:9][C@@H:8]2[C:7](=[O:29])[CH2:6][C:4]([O:3][CH3:1])=[O:5])[CH2:16]1 |f:1.2|. Reported procedure: A solution of 21-ethoxycarbonyl-3α-hydroxy-5α-pregnane-11,20-dione 850 mg) in dry methyl alcohol (40 ml) was treated with potassium bicarbonate (1.02 g) and the mixture was refluxed, under nitrogen, for 1 hr., then poured into water. The product was extracted with ethyl acetate, and the extract washed with water, dried, and evaporated. The residue (506 mg) was purified by preparative t.l.c. and crystallisation from methyl acetate/petrol gave title compound (157 mg) m.p. 150°-152°, [α]D + 111.2°,... The reactants are Cc1ccccc1, CCO, CN1CCN(c2ccnc(-c3cccc(OS(=O)(=O)C(F)(F)F)c3)c2)CC1, [K+], [K+], N#N, O=C([O-])[O-], O, OB(O)c1ccc(F)cc1, c1ccc(P(c2ccccc2)(c2ccccc2)[Pd](P(c2ccccc2)(c2ccccc2)c2ccccc2)(P(c2ccccc2)(c2ccccc2)c2ccccc2)P(c2ccccc2)(c2ccccc2)c2ccccc2)cc1. The product is CN1CCN(c2ccnc(-c3cccc(-c4ccc(F)cc4)c3)c2)CC1. RXN SMILES: [CH3:124][c:125]1[cH:126][cH:127][cH:128][cH:129][cH:130]1.[CH3:131][CH2:132][OH:133].[CH3:3][N:4]1[CH2:5][CH2:6][N:7]([c:10]2[cH:11][c:12](-[c:16]3[cH:17][c:18]([O:22][S:23]([C:24]([F:25])([F:26])[F:27])(=[O:28])=[O:29])[cH:19][cH:20][cH:21]3)[n:13][cH:14][cH:15]2)[CH2:8][CH2:9]1.[K+:40].[K+:41].[N:1]#[N:2].[O-:42][C:43]([O-:44])=[O:45].[OH2:123].[OH:30][B:31]([OH:32])[c:33]1[cH:34][cH:35][c:36]([F:37])[cH:38][cH:39]1.[cH:46]1[cH:47][cH:48][c:49]([P:50]([Pd:51]([P:52]([c:53]2[cH:54][cH:55][cH:56][cH:57][cH:58]2)([c:59]2[cH:60][cH:61][cH:62][cH:63][cH:64]2)[c:65]2[cH:66][cH:67][cH:68][cH:69][cH:70]2)([P:71]([c:72]2[cH:73][cH:74][cH:75][cH:76][cH:77]2)([c:78]2[cH:79][cH:80][cH:81][cH:82][cH:83]2)[c:84]2[cH:85][cH:86][cH:87][cH:88][cH:89]2)[P:90]([c:91]2[cH:92][cH:93][cH:94][cH:95][cH:96]2)([c:97]2[cH:98][cH:99][cH:100][cH:101][cH:102]2)[c:103]2[cH:104][cH:105][cH:106][cH:107][cH:108]2)([c:109]2[cH:110][cH:111][cH:112][cH:113][cH:114]2)[c:115]2[cH:116][cH:117][cH:118][cH:119][cH:120]2)[cH:121][cH:122]1>>[CH3:3][N:4]1[CH2:5][CH2:6][N:7]([c:10]2[cH:11][c:12](-[c:16]3[cH:17][c:18](-[c:33]4[cH:34][cH:35][c:36]([F:37])[cH:38][cH:39]4)[cH:19][cH:20][cH:21]3)[n:13][cH:14][cH:15]2)[CH2:8][CH2:9]1. Reactants: C(C1=CC=CC=C1)OC1=CC=C(C=C1)O (4-benzyloxyphenol), ClC=1C=CC(=C(C1)N(C(OC(C)(C)C)=O)C)[N+](=O)[O-] (t-butyl N-(5-chloro-2-nitrophenyl)-N-methylcarbamate), [H-].[Na+] (sodium hydride). Run in CN(C=O)C (N,N-dimethylformamide). Product: C(C1=CC=CC=C1)OC1=CC=C(OC=2C=CC(=C(C2)N(C(OC(C)(C)C)=O)C)[N+](=O)[O-])C=C1 (t-Butyl N-[5-(4-benzyloxyphenoxy)-2-nitrophenyl]-N-methylcarbamate). Isolated yield 92.5%. As a reaction SMILES: [CH2:1]([O:8][C:9]1[CH:14]=[CH:13][C:12]([OH:15])=[CH:11][CH:10]=1)[C:2]1[CH:7]=[CH:6][CH:5]=[CH:4][CH:3]=1.Cl[C:17]1[CH:18]=[CH:19][C:20]([N+:32]([O-:34])=[O:33])=[C:21]([N:23]([CH3:31])[C:24](=[O:30])[O:25][C:26]([CH3:29])([CH3:28])[CH3:27])[CH:22]=1.[H-].[Na+]>CN(C)C=O>[CH2:1]([O:8][C:9]1[CH:10]=[CH:11][C:12]([O:15][C:17]2[CH:18]=[CH:19][C:20]([N+:32]([O-:34])=[O:33])=[C:21]([N:23]([CH3:31])[C:24](=[O:30])[O:25][C:26]([CH3:27])([CH3:28])[CH3:29])[CH:22]=2)=[CH:13][CH:14]=1)[C:2]1[CH:3]=[CH:4][CH:5]=[CH:6][CH:7]=1 |f:2.3|. Procedure details: By using 1.60 g of 4-benzyloxyphenol, 2.29 g of t-butyl N-(5-chloro-2-nitrophenyl)-N-methylcarbamate, 0.35 g of sodium hydride (55% by weight) and 20 ml of anhydrous N,N-dimethylformamide, reaction and purification were carried out in a similar manner to that described in Reference Example 6, whereby 3.33 g of the title compound were obtained. Starting materials: BrC1=CC(=CC=2N(C(=NC21)C)CC2=C(C=CC=C2)Cl)N2CCOCC2 (4-(4-bromo-1-(2-chlorobenzyl)-2-methyl-1H-benzo[d]imidazol-6-yl)morpholine), COB(OC)OC (trimethylborate). Yields the product ClC1=C(CN2C(=NC3=C2C=C(C=C3B(O)O)N3CCOCC3)C)C=CC=C1 ((1-(2-chlorobenzyl)-2-methyl-6-morpholino-1H-benzo[d]imidazol-4-yl)boronic acid), product. Isolated yield 39.0%. Reaction SMILES: Br[C:2]1[C:10]2[N:9]=[C:8]([CH3:11])[N:7]([CH2:12][C:13]3[CH:18]=[CH:17][CH:16]=[CH:15][C:14]=3[Cl:19])[C:6]=2[CH:5]=[C:4]([N:20]2[CH2:25][CH2:24][O:23][CH2:22][CH2:21]2)[CH:3]=1.C[O:27][B:28](OC)[O:29]C>>[Cl:19][C:14]1[CH:15]=[CH:16][CH:17]=[CH:18][C:13]=1[CH2:12][N:7]1[C:6]2[CH:5]=[C:4]([N:20]3[CH2:25][CH2:24][O:23][CH2:22][CH2:21]3)[CH:3]=[C:2]([B:28]([OH:29])[OH:27])[C:10]=2[N:9]=[C:8]1[CH3:11]. Procedure: The titled compound was prepared from 4-(4-bromo-1-(2-chlorobenzyl)-2-methyl-1H-benzo[d]imidazol-6-yl)morpholine (0.2 g, 0.475 mmol) using Method A with trimethylborate to give the product (0.272 g, 39%). 1H NMR (400 MHz, DMSO-d6) δ ppm 2.77 (s, 3H) 3.15-3.25 (m, 4H) 3.65-3.82 (m, 4H) 5.75 (s, 2H) 6.82-6.88 (m, 1H) 7.22-7.30 (m, 1H) 7.32-7.40 (m, 2H) 7.56 (dd, J=7.96, 1.14 Hz, 1H) 7.80 (d, J=1.95 Hz, 1H); MS (ES+) 386.0 m/z Solvent: CC(=O)C (acetone). Starting materials: Cl.ClCC(C1NCCC2=CC(=C(C=C12)OC)OC)CCl (1-[bis(chloromethyl)-methyl]-6,7-dimethoxy-1,2,3,4-tetrahydroisoquinoline hydrochloride), [I-].[Na+] (sodium iodide), CO (methanol), [OH-].[Na+] (sodium hydroxide). Conditions: time 2 day. Procedure: 5.1 g (0.015 mole) of 1-[bis(chloromethyl)-methyl]-6,7-dimethoxy-1,2,3,4-tetrahydroisoquinoline hydrochloride are suspended in 24 ml of acetone. 6.0 ml of methanol containing 10% (0.015 mole) of sodium hydroxide are added to the suspension, whereupon the solution is filtered after 5 minutes. 2.3 g (0.0153 mole) of sodium iodide are added to the filtrate, which is allowed to stand for two days and the crystals separated out are filtered out by glass filter. Crystallization from a mixture of aceto... Product: I.ClCC1CN2C1C1=CC(=C(C=C1CC2)OC)OC (1-(chloromethyl)-7,8-dimethoxy-1,4,5,9b-tetrahydro-2H-azeto[2,1-a]isoquinoline hydroiodide). RXN SMILES: Cl.[Cl:2][CH2:3][CH:4]([CH2:19]Cl)[CH:5]1[C:14]2[C:9](=[CH:10][C:11]([O:17][CH3:18])=[C:12]([O:15][CH3:16])[CH:13]=2)[CH2:8][CH2:7][NH:6]1.CO.[OH-].[Na+].[I-:25].[Na+]>CC(C)=O>[IH:25].[Cl:2][CH2:3][CH:4]1[CH:5]2[C:14]3[C:9]([CH2:8][CH2:7][N:6]2[CH2:19]1)=[CH:10][C:11]([O:17][CH3:18])=[C:12]([O:15][CH3:16])[CH:13]=3 |f:0.1,3.4,5.6,8.9|. Starting materials: BrCC(CC(C)C)N=C=O (1-bromomethyl-3-methyl-butyl-isocyanate), N (ammonia), O (water). Run in COCCOC (1,2-dimethoxyethane). Reaction conditions: time 15 minute. The product is NC=1OCC(N1)CC(C)C (2-amino-4-isobutyl-2-oxazoline). RXN SMILES: Br[CH2:2][CH:3]([N:8]=[C:9]=[O:10])[CH2:4][CH:5]([CH3:7])[CH3:6].[NH3:11].O>COCCOC>[NH2:11][C:9]1[O:10][CH2:2][CH:3]([CH2:4][CH:5]([CH3:7])[CH3:6])[N:8]=1. Reported procedure: 21 g (0.1 mole) of 1-bromomethyl-3-methyl-butyl-isocyanate were added dropwise within 1 hour, at 8°-11° C, to a mixture of 25 ml of concentrated ammonia, 25 ml of water and 7 ml of 1,2-dimethoxyethane. Stirring was continued for 15 minutes at 12°-14° C, and then working up was carried out as described in Example 1. 11.6 g (82 percent of the theory) of oily 2-amino-4-isobutyl-2-oxazoline were obtained, which had been previously dissolved and reprecipitated from a mixture of isopropyl ether and he...